Dataset: the Open Reaction Database (ORD), a public repository of structured organic reaction records. Task: describe an organic reaction: reactants, conditions, products, and yield Starting materials: [H-].[Al+3].[Li+].[H-].[H-].[H-] (lithium aluminum hydride), C(C)(=O)N1CCC2(CC1)OC(C1=CC=CC=C12)C1=CC=CC=C1 (1'-Acetyl-1,3-dihydro-3-phenylspiro[isobenzofuran-1,4'-piperdine]). The solvent is O1CCCC1 (tetrahydrofuran), O1CCCC1 (tetrahydrofuran). Product: C(C)N1CCC2(CC1)OC(C1=CC=CC=C12)C1=CC=CC=C1 (1,3-Dihydro-1'-ethyl-3-phenylspiro[isobenzofuran-1,4'piperidine]). As a reaction SMILES: [H-].[Al+3].[Li+].[H-].[H-].[H-].[C:7]([N:10]1[CH2:15][CH2:14][C:13]2([C:23]3[C:18](=[CH:19][CH:20]=[CH:21][CH:22]=3)[CH:17]([C:24]3[CH:29]=[CH:28][CH:27]=[CH:26][CH:25]=3)[O:16]2)[CH2:12][CH2:11]1)(=O)[CH3:8]>O1CCCC1>[CH2:7]([N:10]1[CH2:15][CH2:14][C:13]2([C:23]3[C:18](=[CH:19][CH:20]=[CH:21][CH:22]=3)[CH:17]([C:24]3[CH:29]=[CH:28][CH:27]=[CH:26][CH:25]=3)[O:16]2)[CH2:12][CH2:11]1)[CH3:8] |f:0.1.2.3.4.5|. Procedure details: To a stirred suspension of 0.53 g. of lithium aluminum hydride in 50 ml. of tetrahydrofuran is added dropwise a solution of 2.20 g. of 1'-acetyl-1,3-dihydro-3-phenylspiro[isobenzofuran-1,4'-piperidine] (Example 80), in 50 ml. of tetrahydrofuran. The mixture is heated under reflux for 2 hours, cooled, quenched cautiously with water, and extracted with ether. The ether solution is dried over sodium sulfate and concentrated to a solid. Recrystallization from chloroform provides colorless crystals, ...